Dataset: the Open Reaction Database (ORD), a public repository of structured organic reaction records. Task: describe an organic reaction: reactants, conditions, products, and yield Starting materials: CC1(S(CCC(C1)C1=CNC2=C(C=C(C=C12)B1OC(C(O1)(C)C)(C)C)C(=O)N)(=O)=O)C (3-(2,2-Dimethyl-1,1-dioxidotetrahydro-2H-thiopyran-4-yl)-5-(4,4,5,5-tetramethyl-1,3,2-dioxaborolan-2-yl)-1H-indole-7-carboxamide), BrC1=CC=C(S1)CN1CCCC1 (1-[(5-bromo-2-thienyl)methyl]pyrrolidine), C([O-])([O-])=O.[K+].[K+] (potassium carbonate). The reagents and catalysts are C1=CC=C(C=C1)P([C-]2C=CC=C2)C3=CC=CC=C3.C1=CC=C(C=C1)P([C-]2C=CC=C2)C3=CC=CC=C3.Cl[Pd]Cl.[Fe+2].C(Cl)Cl (PdCl2(dppf) CH2Cl2). Solvent: O1CCOCC1 (1,4-dioxane), O (water). Conditions: temperature 100 celsius. Yields the product CC1(S(CCC(C1)C1=CNC2=C(C=C(C=C12)C=1SC(=CC1)CN1CCCC1)C(=O)N)(=O)=O)C (3-(2,2-Dimethyl-1,1-dioxidotetrahydro-2H-thiopyran-4-yl)-5-[5-(1-pyrrolidinylmethyl)-2-thienyl]-1H-indole-7-carboxamide). The yield is 22.5%. Reaction SMILES: [CH3:1][C:2]1([CH3:31])[CH2:7][CH:6]([C:8]2[C:16]3[C:11](=[C:12]([C:26]([NH2:28])=[O:27])[CH:13]=[C:14](B4OC(C)(C)C(C)(C)O4)[CH:15]=3)[NH:10][CH:9]=2)[CH2:5][CH2:4][S:3]1(=[O:30])=[O:29].Br[C:33]1[S:37][C:36]([CH2:38][N:39]2[CH2:43][CH2:42][CH2:41][CH2:40]2)=[CH:35][CH:34]=1.C(=O)([O-])[O-].[K+].[K+]>O1CCOCC1.O.C1C=CC(P(C2C=CC=CC=2)[C-]2C=CC=C2)=CC=1.C1C=CC(P(C2C=CC=CC=2)[C-]2C=CC=C2)=CC=1.Cl[Pd]Cl.[Fe+2].C(Cl)Cl>[CH3:31][C:2]1([CH3:1])[CH2:7][CH:6]([C:8]2[C:16]3[C:11](=[C:12]([C:26]([NH2:28])=[O:27])[CH:13]=[C:14]([C:33]4[S:37][C:36]([CH2:38][N:39]5[CH2:43][CH2:42][CH2:41][CH2:40]5)=[CH:35][CH:34]=4)[CH:15]=3)[NH:10][CH:9]=2)[CH2:5][CH2:4][S:3]1(=[O:29])=[O:30] |f:2.3.4,7.8.9.10.11|. Procedure: 3-(2,2-Dimethyl-1,1-dioxidotetrahydro-2H-thiopyran-4-yl)-5-(4,4,5,5-tetramethyl-1,3,2-dioxaborolan-2-yl)-1H-indole-7-carboxamide (75 mg, 0.17 mmol), 1-[(5-bromo-2-thienyl)methyl]pyrrolidine (50 mg, 0.17 mmol), PdCl2(dppf)-CH2Cl2 adduct (20 mg, 0.024 mmol), and potassium carbonate (100 mg, 0.72 mmol) were diluted in a mixture of 1,4-dioxane (3 mL) and water (1.5 mL) in a 2-5 mL microwave tube. The mixture was degassed by bubbling argon through for 5 minutes, then heated in a biotage microwave at ... Reactants: C(CC)C=1C(=NC=NC1C)Cl (5-propyl-4-chloro-6-methyl-pyrimidine), O.NN (hydrazine monohydrate), CCO (EtOH). Conditions: temperature 100 celsius. Yields the product CC1=C(C=2N(C=N1)N=CN2)CCC (7-methyl-8-propyl-[1,2,4]triazolo[1,5-c]pyrimidine). RXN SMILES: [CH2:1]([C:4]1[C:5](Cl)=[N:6][CH:7]=[N:8][C:9]=1[CH3:10])[CH2:2][CH3:3].O.[NH2:13][NH2:14].[CH3:15]CO>>[CH3:10][C:9]1[N:8]=[CH:7][N:13]2[N:14]=[CH:15][N:6]=[C:5]2[C:4]=1[CH2:1][CH2:2][CH3:3] |f:1.2|. Reported procedure: A mixture of 4-chloro-6-methyl-5-propyl-pyrimidine (101) (500 mg, 2.93 mmol) and hydrazine monohydrate (880 mg, 17.6 mmol) in EtOH (15 mL) is heated in a sealed tube at 100° C. overnight. On cooling, the solvent is removed and to the residue is added water (15 mL). The solid is filtered and washed with water (5 mL) and ether (10 mL). The solid is then heated in acetic acid (10 mL) in a sealed tube at 110° C. overnight. The excess acetic acid is removed under vacuum. The residue is neutralized wi... Starting materials: [Br-], C1CCOC1, C[P+](c1ccccc1)(c1ccccc1)c1ccccc1, CCCC(O)(CCC)CCc1cccc(C(=O)CCNC(=O)OC(C)(C)C)c1. Product: C=C(CCNC(=O)OC(C)(C)C)c1cccc(CCC(O)(CCC)CCC)c1. RXN SMILES: [Br-:34].[CH2:29]1[O:30][CH2:31][CH2:32][CH2:33]1.[CH3:35][P+:36]([c:37]1[cH:38][cH:39][cH:40][cH:41][cH:42]1)([c:43]1[cH:44][cH:45][cH:46][cH:47][cH:48]1)[c:49]1[cH:50][cH:51][cH:52][cH:53][cH:54]1.[OH:1][C:2]([CH2:3][CH2:4][c:5]1[cH:6][c:7]([C:11]([CH2:12][CH2:13][NH:14][C:15]([O:16][C:17]([CH3:18])([CH3:19])[CH3:20])=[O:21])=[O:22])[cH:8][cH:9][cH:10]1)([CH2:23][CH2:24][CH3:25])[CH2:26][CH2:27][CH3:28]>>[OH:1][C:2]([CH2:3][CH2:4][c:5]1[cH:6][c:7]([C:11]([CH2:12][CH2:13][NH:14][C:15]([O:16][C:17]([CH3:18])([CH3:19])[CH3:20])=[O:21])=[CH2:29])[cH:8][cH:9][cH:10]1)([CH2:23][CH2:24][CH3:25])[CH2:26][CH2:27][CH3:28]. Reactants: [OH-].C(CCC)[N+](CCCC)(CCCC)CCCC (tetrabutylammonium hydroxide), C(#N)C1=CNC=C1 (3-cyano-1H-pyrole), O1CCCC1 (tetrahydrofuran), C=O (formaldehyde), ice water. Solvent: O (water), O (water). Reaction conditions: time 30 minute. The product is OCN1C=C(C=C1)C#N (1-hydroxymethyl-3-cyano-1H-pyrole). Reaction SMILES: [C:1]([C:3]1[CH:7]=[CH:6][NH:5][CH:4]=1)#[N:2].[O:8]1CCC[CH2:9]1.C=O.[OH-].C([N+](CCCC)(CCCC)CCCC)CCC>O>[OH:8][CH2:9][N:5]1[CH:6]=[CH:7][C:3]([C:1]#[N:2])=[CH:4]1 |f:3.4|. Procedure details: 670 mg of 3-cyano-1H-pyrole, 10 ml of tetrahydrofuran and 10 ml of formaldehyde 36% in water were mixed. 0.1 ml of tetrabutylammonium hydroxide 10% in water was added at room temperature, followed by stirring at room temperature for 30 minutes. The reaction mixture was poured into ice-water, and extracted with ethyl acetate. The organic layer was washed with saturated aqueous sodium chloride solution, dried over anhydrous magnesium sulfate, and filtered. The filtrate was concentrated under reduc... Starting materials: ClCCl, CS(=O)(=O)Cl, CN(C)c1ccncc1, COc1c(Br)cc(CC(=O)NCCc2cccc(N)c2)cc1Br. The product is COc1c(Br)cc(CC(=O)NCCc2cccc(NS(C)(=O)=O)c2)cc1Br. RXN SMILES: [CH2:38]([Cl:39])[Cl:40].[CH3:1][S:2]([Cl:3])(=[O:4])=[O:5].[CH3:29][N:30]([c:31]1[cH:32][cH:33][n:34][cH:35][cH:36]1)[CH3:37].[NH2:6][c:7]1[cH:8][c:9]([CH2:13][CH2:14][NH:15][C:16]([CH2:17][c:18]2[cH:19][c:20]([Br:27])[c:21]([O:25][CH3:26])[c:22]([Br:24])[cH:23]2)=[O:28])[cH:10][cH:11][cH:12]1>>[CH3:1][S:2](=[O:4])(=[O:5])[NH:6][c:7]1[cH:8][c:9]([CH2:13][CH2:14][NH:15][C:16]([CH2:17][c:18]2[cH:19][c:20]([Br:27])[c:21]([O:25][CH3:26])[c:22]([Br:24])[cH:23]2)=[O:28])[cH:10][cH:11][cH:12]1. Reactants: CC(=O)O[BH-](OC(C)=O)OC(C)=O, COCC=O, COCC1OC(n2cnc3c(NCC(c4ccccc4)c4ccccc4)nc(CN)nc32)C(O)C1O, [Na+], C1CCOC1. Yields the product COCCNCc1nc(NCC(c2ccccc2)c2ccccc2)c2ncn(C3OC(COC)C(O)C3O)c2n1. As a reaction SMILES: [C:42]([O:43][BH-:44]([O:45][C:46](=[O:47])[CH3:48])[O:49][C:50](=[O:51])[CH3:52])(=[O:53])[CH3:54].[CH3:37][O:38][CH2:39][CH:40]=[O:41].[NH2:1][CH2:2][c:3]1[n:4][c:5]([NH:22][CH2:23][CH:24]([c:25]2[cH:26][cH:27][cH:28][cH:29][cH:30]2)[c:31]2[cH:32][cH:33][cH:34][cH:35][cH:36]2)[c:6]2[n:7][cH:8][n:9]([CH:12]3[O:13][CH:14]([CH2:19][O:20][CH3:21])[CH:15]([OH:18])[CH:16]3[OH:17])[c:10]2[n:11]1.[Na+:55].[O:56]1[CH2:57][CH2:58][CH2:59][CH2:60]1>>[NH:1]([CH2:2][c:3]1[n:4][c:5]([NH:22][CH2:23][CH:24]([c:25]2[cH:26][cH:27][cH:28][cH:29][cH:30]2)[c:31]2[cH:32][cH:33][cH:34][cH:35][cH:36]2)[c:6]2[n:7][cH:8][n:9]([CH:12]3[O:13][CH:14]([CH2:19][O:20][CH3:21])[CH:15]([OH:18])[CH:16]3[OH:17])[c:10]2[n:11]1)[CH2:40][CH2:39][O:38][CH3:37].